Dataset: the Open Reaction Database (ORD), a public repository of structured organic reaction records. Task: describe an organic reaction: reactants, conditions, products, and yield The reactants are CC=1C=CN2N=C(N(C(C21)=O)C2=CC=CC=C2)[C@H](C)NC=2C1=C(N=CN2)N(C=C1C1=C2C=NNC2=CC(=C1)NS(=O)(=O)C)COCC[Si](C)(C)C ((S)—N-(4-(4-((1-(5-Methyl-4-oxo-3-phenyl-3,4-dihydropyrrolo[2,1-f][1,2,4]triazin-2-yl)ethyl)amino)-7-((2-(trimethylsilyl)ethoxy)methyl)-7H-pyrrolo[2,3-d]pyrimidin-5-yl)-1H-indazol-6-yl)methanesulfonamide), FC(C(=O)O)(F)F (trifluoroacetic acid), N (ammonia). Yields the product CC=1C=CN2N=C(N(C(C21)=O)C2=CC=CC=C2)[C@H](C)NC=2C1=C(N=CN2)NC=C1C1=C2C=NNC2=CC(=C1)NS(=O)(=O)C ((S)—N-(4-(4-((1-(5-Methyl-4-oxo-3-phenyl-3,4-dihydropyrrolo[2,1-f][1,2,4]triazin-2-yl)ethyl)amino)-7H-pyrrolo[2,3-d]pyrimidin-5-yl)-1H-indazol-6-yl)methanesulfonamide). The yield is 58.9%. RXN SMILES: [CH3:1][C:2]1[CH:3]=[CH:4][N:5]2[C:10]=1[C:9](=[O:11])[N:8]([C:12]1[CH:17]=[CH:16][CH:15]=[CH:14][CH:13]=1)[C:7]([C@@H:18]([NH:20][C:21]1[C:22]3[C:29]([C:30]4[CH:38]=[C:37]([NH:39][S:40]([CH3:43])(=[O:42])=[O:41])[CH:36]=[C:35]5[C:31]=4[CH:32]=[N:33][NH:34]5)=[CH:28][N:27](COCC[Si](C)(C)C)[C:23]=3[N:24]=[CH:25][N:26]=1)[CH3:19])=[N:6]2.FC(F)(F)C(O)=O.N>>[CH3:1][C:2]1[CH:3]=[CH:4][N:5]2[C:10]=1[C:9](=[O:11])[N:8]([C:12]1[CH:13]=[CH:14][CH:15]=[CH:16][CH:17]=1)[C:7]([C@@H:18]([NH:20][C:21]1[C:22]3[C:29]([C:30]4[CH:38]=[C:37]([NH:39][S:40]([CH3:43])(=[O:42])=[O:41])[CH:36]=[C:35]5[C:31]=4[CH:32]=[N:33][NH:34]5)=[CH:28][NH:27][C:23]=3[N:24]=[CH:25][N:26]=1)[CH3:19])=[N:6]2. Procedure details: (S)—N-(4-(4-((1-(5-Methyl-4-oxo-3-phenyl-3,4-dihydropyrrolo[2,1-f][1,2,4]triazin-2-yl)ethyl)amino)-7-((2-(trimethylsilyl)ethoxy)methyl)-7H-pyrrolo[2,3-d]pyrimidin-5-yl)-1H-indazol-6-yl)methanesulfonamide (13 mg, 0.02 mmol) was treated with trifluoroacetic acid (2 ml, 26 mmol) and a solution of ammonia (7N in methanol, 2 ml, 117 mmol) according to the method described in Example 27 to give 7 mg (66% yield) of the title compound. Purity 100%. Reactants: Cl (HCl), C[Mg]I (MeMgI), C(C)OCC (diethyl ether), ClC=1C(=NC=CC1)C#N (3-chloro-2-cyanopyridine). Product: C(C)(=O)C1=NC=CC=C1Cl (2-acetyl-3-chloropyridine). Procedure details: Dissolve 3-chloro-2-cyanopyridine (10.0 g, 0.072 mol, Chem. Pharm. Bull. (1985) 33:565–571) in anhydrous THF (200 mL) under N2 atmosphere and cool in an ice bath. Add drop wise 3.0 M MeMgI in diethyl ether (48 ml, 0.14 mol) to the reaction mixture and stir in an ice bath for 2 hours. Pour the reaction mixture over ice cold water, acidify the mixture with 2.0 N aq. HCl to pH 2 to 3. Extract the reaction mixture with EtOAc (3×100 mL) and dry over anhydrous MgSO4. Filter, concentrate under vacuum a... RXN SMILES: [Cl:1][C:2]1C(C#N)=[N:4][CH:5]=[CH:6][CH:7]=1.[CH3:10][Mg]I.C([O:15][CH2:16][CH3:17])C.Cl>C1COCC1>[C:16]([C:17]1[C:2]([Cl:1])=[CH:7][CH:6]=[CH:5][N:4]=1)(=[O:15])[CH3:10]. Run at time 2 hour. Solvent: C1CCOC1 (THF). The reactants are FC1=C(OC2=C(N)C=CC(=C2)C)C(=CC=C1)OC (2-(2-fluoro-6-methoxy-phenoxy)-4-methyl-aniline), NC=1SC=CN1 (2-aminothiazole), FC1=CC(=C(N)C=C1)OC1=C(C=CC=C1OC)F (4-fluoro-2-(2-fluoro-6-methoxyphenoxy)aniline), FC1=C(C(=CC=C1)OC)O (2-fluoro-6-methoxyphenol), FC=1C=C(C=CC1[N+](=O)[O-])C (3-fluoro-4-nitrotoluene). Product: FC1=C(OC=2C(=C(C=CC2)C)[N+](=O)[O-])C(=CC=C1)OC (3-(2-fluoro-6-methoxyphenoxy)-nitrotoluene), FC1=C(OC2=C(C=CC(=C2)C)NC(=O)NC=2SC=CN2)C(=CC=C1)OC (1-[2-(2-Fluoro-6-methoxy-phenoxy)-4-methyl-phenyl]-3-thiazol-2-yl-urea). The yield is 65.0%. As a reaction SMILES: [F:1][C:2]1[CH:7]=[CH:6][CH:5]=[C:4]([O:8][CH3:9])[C:3]=1[OH:10].F[C:12]1[CH:13]=[C:14](C)[CH:15]=[CH:16][C:17]=1[N+:18]([O-:20])=[O:19].F[C:23]1C=CC(N)=[C:25]([O:30]C2C(OC)=CC=CC=2F)C=1.[F:40][C:41]1[CH:55]=[CH:54][CH:53]=[C:52]([O:56][CH3:57])[C:42]=1[O:43][C:44]1[CH:50]=[C:49]([CH3:51])[CH:48]=[CH:47][C:45]=1[NH2:46].[NH2:58][C:59]1[S:60][CH:61]=[CH:62][N:63]=1>>[F:1][C:2]1[CH:7]=[CH:6][CH:5]=[C:4]([O:8][CH3:9])[C:3]=1[O:10][C:16]1[C:17]([N+:18]([O-:20])=[O:19])=[C:12]([CH3:23])[CH:13]=[CH:14][CH:15]=1.[F:40][C:41]1[CH:55]=[CH:54][CH:53]=[C:52]([O:56][CH3:57])[C:42]=1[O:43][C:44]1[CH:50]=[C:49]([CH3:51])[CH:48]=[CH:47][C:45]=1[NH:46][C:25]([NH:58][C:59]1[S:60][CH:61]=[CH:62][N:63]=1)=[O:30]. Reported procedure: 3-(2-fluoro-6-methoxyphenoxy)-nitrotoluene (0.9 g, 65%) was prepared from 2-fluoro-6-methoxyphenol (0.78 g, 5.5 mmol) and 3-fluoro-4-nitrotoluene (0.77 g, 5.0 mmol) following the general procedure A. This compound was reduced to 4-fluoro-2-(2-fluoro-6-methoxyphenoxy)aniline (0.58 g, 72%) following the general procedure C. 1-[2-(2-Fluoro-6-methoxy-phenoxy)-4-methyl-phenyl]-3-thiazol-2-yl-urea (122 mg, 65%) was prepared from 2-(2-fluoro-6-methoxy-phenoxy)-4-methyl-aniline (124 mg, 0.5 mmol) and 2-... The solvent is CCCCCC. Reagents/catalysts: O1B(OC(C)(C)C1(C)C)B2OC(C)(C)C(O2)(C)C, [Ni](=C1N(C=CN1C=2C(=CC(=CC2C)C)C)C=3C(=CC(=CC3C)C)C)=C4N(C=CN4C=5C(=CC(=CC5C)C)C)C=6C(=CC(=CC6C)C)C. Starting materials: O(C=1C=CC=2C=CNC2C1)C. Product: O(C=1C=CC2=C(C1)NC=C2B3OC(C)(C)C(O3)(C)C)C. Reaction conditions: temperature 60 celsius, time 4 hour. The yield is 72.0%. Starting materials: FC1=C(C=O)C=C(C(=C1)OC)OC (2-fluoro-4,5-dimethoxybenzaldehyde), NC1=C(C=C(C#N)C=C1)F (4-amino-3-fluorobenzonitrile), C(F)(F)(F)S(=O)(=O)[O-].C(F)(F)(F)S(=O)(=O)[O-].C(F)(F)(F)S(=O)(=O)[O-].[Yb+3] (Yb(OTf)3), C[Si](C)(C)C#N (trimethylsilyl cyanide). Solvent: C1CCOC1 (THF). Run at time 8 hour. Yields the product C(#N)C(C1=C(C=C(C(=C1)OC)OC)F)NC1=C(C=C(C#N)C=C1)F (4-{[Cyano-(2-fluoro-4,5-dimethoxyphenyl)methyl]amino}-3-fluorobenzonitrile). RXN SMILES: [F:1][C:2]1[CH:9]=[C:8]([O:10][CH3:11])[C:7]([O:12][CH3:13])=[CH:6][C:3]=1[CH:4]=O.[NH2:14][C:15]1[CH:22]=[CH:21][C:18]([C:19]#[N:20])=[CH:17][C:16]=1[F:23].C(S([O-])(=O)=O)(F)(F)F.C(S([O-])(=O)=O)(F)(F)F.C(S([O-])(=O)=O)(F)(F)F.[Yb+3].C[Si]([C:53]#[N:54])(C)C>C1COCC1>[C:53]([CH:4]([NH:14][C:15]1[CH:22]=[CH:21][C:18]([C:19]#[N:20])=[CH:17][C:16]=1[F:23])[C:3]1[CH:6]=[C:7]([O:12][CH3:13])[C:8]([O:10][CH3:11])=[CH:9][C:2]=1[F:1])#[N:54] |f:2.3.4.5|. Procedure: To 20 ml of a THF solution containing 1.9 g of 2-fluoro-4,5-dimethoxybenzaldehyde, 1.47 g of 4-amino-3-fluorobenzonitrile [CAS No. 63069-50-1], 6 g of MS3A, 640 mg of Yb(OTf)3, and 4 ml of trimethylsilyl cyanide were added under a nitrogen atmosphere. The resulting mixture was stirred at room temperature overnight and then filtered through celite. The filtrate was concentrated under reduced pressure, and ethyl acetate and water were added to the residue. The mixture was extracted with ethyl acet... Reactants: CC=1SC2=C(N1)C=CC=C2 (2-methylbenzothiazole), C(C#C)Br (propargyl bromide). Yields the product [Br-].CC=1SC2=C([N+]1CC#C)C=CC=C2 (2-methyl-3-propargylbenzothiazolium bromide). Isolated yield 69.1%. As a reaction SMILES: [CH3:1][C:2]1[S:3][C:4]2[CH:10]=[CH:9][CH:8]=[CH:7][C:5]=2[N:6]=1.[CH2:11]([Br:14])[C:12]#[CH:13]>>[Br-:14].[CH3:1][C:2]1[S:3][C:4]2[CH:10]=[CH:9][CH:8]=[CH:7][C:5]=2[N+:6]=1[CH2:13][C:12]#[CH:11] |f:2.3|. Reported procedure: 14.9 g of 2-methylbenzothiazole and 12.5 g of propargyl bromide were heated at 80 to 100° C on a hot water bath for 3 hours. The precipitated crystals were washed with acetone to obtain 18.5 g of 2-methyl-3-propargylbenzothiazolium bromide, m.p. 214°- 215° C.